From a dataset of the Open Reaction Database (ORD), a public repository of structured organic reaction records. describe an organic reaction: reactants, conditions, products, and yield The reactants are C=COCCC1CN(C(=O)c2cccc3ccccc23)CCN1C(=O)OC(C)(C)C, CC[Zn]CC, ICI. Product: CC(C)(C)OC(=O)N1CCN(C(=O)c2cccc3ccccc23)CC1CCOC1CC1. RXN SMILES: [C:1]([CH3:2])([CH3:3])([CH3:4])[O:5][C:6](=[O:7])[N:8]1[CH:9]([CH2:26][CH2:27][O:28][CH:29]=[CH2:30])[CH2:10][N:11]([C:14](=[O:15])[c:16]2[cH:17][cH:18][cH:19][c:20]3[cH:21][cH:22][cH:23][cH:24][c:25]23)[CH2:12][CH2:13]1.[CH3:34][CH2:35][Zn:36][CH2:37][CH3:38].[I:31][CH2:32][I:33]>>[C:1]([CH3:2])([CH3:3])([CH3:4])[O:5][C:6](=[O:7])[N:8]1[CH:9]([CH2:26][CH2:27][O:28][CH:29]2[CH2:30][CH2:32]2)[CH2:10][N:11]([C:14](=[O:15])[c:16]2[cH:17][cH:18][cH:19][c:20]3[cH:21][cH:22][cH:23][cH:24][c:25]23)[CH2:12][CH2:13]1. Starting materials: [N+](=O)([O-])C1=CC=C(C=C1)OC(O[C@@H](C)C(N[C@H]1C2=C(C3=C(N(C1=O)CCOC)C=CC=C3)C=CC=C2)=O)=O (carbonic acid (S)-1-[(S)-5-(2-methoxy-ethyl)-6-oxo-6,7-dihydro-5H-dibenzo[b,d]azepin-7-ylcarbamoyl]-ethyl ester 4-nitro-phenyl ester), FC(CN)(C(F)(F)F)F (2,2,3,3,3-pentafluoropropylamine), solid. The product is COCCN1C2=C(C3=C([C@@H](C1=O)NC(=O)[C@H](C)OC(NCC(C(F)(F)F)(F)F)=O)C=CC=C3)C=CC=C2 ((2,2,3,3,3-Pentafluoro-propyl)-carbamic acid (S)-1-[(S)-5-(2-methoxy-ethyl)-6-oxo-6,7-dihydro-5H-dibenzo[b,d]azepin-7-ylcarbamoyl]-ethyl ester). As a reaction SMILES: [N+](C1C=CC([O:10][C:11](=O)[O:12][C@H:13]([C:15](=[O:37])[NH:16][C@@H:17]2[C:23](=[O:24])[N:22]([CH2:25][CH2:26][O:27][CH3:28])[C:21]3[CH:29]=[CH:30][CH:31]=[CH:32][C:20]=3[C:19]3[CH:33]=[CH:34][CH:35]=[CH:36][C:18]2=3)[CH3:14])=CC=1)([O-])=O.[F:39][C:40]([F:47])([C:43]([F:46])([F:45])[F:44])[CH2:41][NH2:42]>>[CH3:28][O:27][CH2:26][CH2:25][N:22]1[C:23](=[O:24])[C@@H:17]([NH:16][C:15]([C@@H:13]([O:12][C:11](=[O:10])[NH:42][CH2:41][C:40]([F:47])([F:39])[C:43]([F:46])([F:45])[F:44])[CH3:14])=[O:37])[C:18]2[CH:36]=[CH:35][CH:34]=[CH:33][C:19]=2[C:20]2[CH:32]=[CH:31][CH:30]=[CH:29][C:21]1=2. Procedure: Using carbonic acid (S)-1-[(S)-5-(2-methoxy-ethyl)-6-oxo-6,7-dihydro-5H-dibenzo[b,d]azepin-7-ylcarbamoyl]-ethyl ester 4-nitro-phenyl ester and 2,2,3,3,3-pentafluoropropylamine, the title compound was prepared in the same manner as described for example 5c. White solid (49%). MS: m/e=530(M+H+). The reactants are Cc1cccc(C#CC2=NOC3(CCN(C(=O)OC(C)(C)C)C3)C2)n1, ClC(Cl)Cl, C(#Cc1ccccc1)C1=NOC2(CCNCC2)C1. The product is Cc1cccc(C#CC2=NOC3(CCNC3)C2)n1. As a reaction SMILES: [CH3:19][c:20]1[cH:21][cH:22][cH:23][c:24]([C:26]#[C:27][C:28]2=[N:29][O:30][C:31]3([CH2:32]2)[CH2:33][N:34]([C:37]([O:38][C:39]([CH3:40])([CH3:41])[CH3:42])=[O:43])[CH2:35][CH2:36]3)[n:25]1.[CH:44]([Cl:45])([Cl:46])[Cl:47].[c:1]1([C:2]#[C:3][C:4]2=[N:13][O:12][C:6]3([CH2:5]2)[CH2:7][CH2:8][NH:9][CH2:10][CH2:11]3)[cH:14][cH:15][cH:16][cH:17][cH:18]1>>[CH3:19][c:20]1[cH:21][cH:22][cH:23][c:24]([C:26]#[C:27][C:28]2=[N:29][O:30][C:31]3([CH2:32]2)[CH2:33][NH:34][CH2:35][CH2:36]3)[n:25]1. The reactants are ClC=1C=CC2=C(C(=NCC=3N2C(=C(N3)C(=O)OC)C)C3=C(C=CC=C3)F)C1 (methyl 8-chloro -6-(2-fluorophenyl)-1-methyl-4H-imidazo[1,2-a][1,4]benzodiazepine-2-carboxylate), [OH-].[Na+] (sodium hydroxide), [Al].[Li] (lithium aluminium), [H-] (hydride). Run in O (water), O1CCCC1 (tetrahydrofuran), O (water), O1CCCC1 (tetrahydrofuran). Reaction conditions: time 1 hour. Yields the product ClC=1C=CC2=C(C(=NCC=3N2C(=C(N3)CO)C)C3=C(C=CC=C3)F)C1 (8-chloro-6-(2-fluoro-phenyl)-1-methyl-4H-imidazo[1,2-a][1,4]benzodiazepine-2-methanol). Isolated yield 20.0%. As a reaction SMILES: [Al].[Li].[H-].[Cl:4][C:5]1[CH:6]=[CH:7][C:8]2[N:14]3[C:15]([CH3:22])=[C:16]([C:18](OC)=[O:19])[N:17]=[C:13]3[CH2:12][N:11]=[C:10]([C:23]3[CH:28]=[CH:27][CH:26]=[CH:25][C:24]=3[F:29])[C:9]=2[CH:30]=1.[OH-].[Na+]>O1CCCC1.O>[Cl:4][C:5]1[CH:6]=[CH:7][C:8]2[N:14]3[C:15]([CH3:22])=[C:16]([CH2:18][OH:19])[N:17]=[C:13]3[CH2:12][N:11]=[C:10]([C:23]3[CH:28]=[CH:27][CH:26]=[CH:25][C:24]=3[F:29])[C:9]=2[CH:30]=1 |f:0.1,4.5,^1:1|. Procedure: 3.3 ml of a 1M lithium aluminium, hydride solution in tetrahydrofuran was cooled to −75° C. and a solution of 1.26 g of methyl 8-chloro -6-(2-fluorophenyl)-1-methyl-4H-imidazo[1,2-a][1,4]benzodiazepine-2-carboxylate in 15 ml of tetrahydrofuran was added dropwise. After 1 h. in a dry ice/acetone bath the mixture was brought to 0° C. and left for a further h. For the working up, 0.1 ml of water was added dropwise at 0° C. while stirring intensively, 0.1 ml of 15% sodium hydroxide solution was adde... The reactants are ClC1=CC(=CC=C1)C(=O)OO (m-chloroperbenzoic acid), C(=O)([O-])[O-].[Na+].[Na+] (Na2CO3), CC(CO)(CCO)C (2,2-dimethylbutane-1,4-diol), N1N=NN=C1 (1H-tetrazole), C(C)N(P(OCC1=CC=CC=C1)OCC1=CC=CC=C1)CC (dibenzyl diethylphosphoramidite). Run in ClCCl (dichloromethane), C1CCOC1 (THF). Reaction conditions: time 68 hour. The product is P(=O)(OCC1=CC=CC=C1)(OCC1=CC=CC=C1)OCCC(CO)(C)C (dibenzyl 4-hydroxy-3,3- dimethylbutyl phosphate). Yield: 45.0%. As a reaction SMILES: [CH3:1][C:2]([CH3:8])([CH2:5][CH2:6][OH:7])[CH2:3][OH:4].N1C=NN=N1.C(N(CC)[P:17]([O:26][CH2:27][C:28]1[CH:33]=[CH:32][CH:31]=[CH:30][CH:29]=1)[O:18][CH2:19][C:20]1[CH:25]=[CH:24][CH:23]=[CH:22][CH:21]=1)C.ClC1C=CC=C(C(OO)=[O:44])C=1.C([O-])([O-])=O.[Na+].[Na+]>C1COCC1.ClCCl>[P:17]([O:7][CH2:6][CH2:5][C:2]([CH3:8])([CH3:1])[CH2:3][OH:4])([O:18][CH2:19][C:20]1[CH:21]=[CH:22][CH:23]=[CH:24][CH:25]=1)([O:26][CH2:27][C:28]1[CH:29]=[CH:30][CH:31]=[CH:32][CH:33]=1)=[O:44] |f:4.5.6|. Reported procedure: To a solution of the product from Example 9A (0.80 g, 6.8 mmol) and 1H-tetrazole (0.190 g) in THF (7.0 mL) at 0° C. was added dibenzyl diethylphosphoramidite (0.96 mL), and the solution was allowed to warm to room temperature and was stirred for 68 hours. To this solution was added dichloromethane (7.0 mL) and the mixture was cooled to −45° C., followed by addition of m-chloroperbenzoic acid (1.3 g). The mixture was stirred at −45° C. for 1 hour and at room temperature for 1 hour. 10% Na2CO3 was... The reactants are COC=1C=C(C(=O)C2=CC(=CC=C2)N)C=CC1OC (3,4-dimethoxy-3'-aminobenzophenone), COC=1C=C(C(=O)C2=CC=C(C=C2)[N+](=O)[O-])C=CC1OC (3,4-dimethoxy-4'-nitrobenzophenone). The reagents and catalysts are [Pd] (palladium on carbon). Solvent: C(C)(=O)OCC (ethyl acetate). The product is COC=1C=C(C(=O)C2=CC=C(C=C2)N)C=CC1OC (3,4-Dimethoxy-4'-aminobenzophenone), product. Yield: 36.0%. As a reaction SMILES: COC1C=C(C=CC=1OC)C(C1C=CC=C(N)C=1)=O.[CH3:20][O:21][C:22]1[CH:23]=[C:24]([CH:36]=[CH:37][C:38]=1[O:39][CH3:40])[C:25]([C:27]1[CH:32]=[CH:31][C:30]([N+:33]([O-])=O)=[CH:29][CH:28]=1)=[O:26]>[Pd].C(OCC)(=O)C>[CH3:20][O:21][C:22]1[CH:23]=[C:24]([CH:36]=[CH:37][C:38]=1[O:39][CH3:40])[C:25]([C:27]1[CH:28]=[CH:29][C:30]([NH2:33])=[CH:31][CH:32]=1)=[O:26]. Procedure: 3,4-Dimethoxy-4'-aminobenzophenone was prepared analogously to 3,4-dimethoxy-3'-aminobenzophenone using 3,4-dimethoxy-4'-nitrobenzophenone (1 g, 3.5 mmol) and 0.1 g of 10% palladium on carbon catalyst in 110 mL of ethyl acetate. The crude product was purified by flash column chromatography (silica gel, 12% ethyl acetate/methylene chloride) to afford 0.32 g (36%) of the product as a yellow solid: mp 189-191° C.; 1H NMR (CDCl3) δ 7.80-7.62 (m, 2 H); 7.45-7.29 (m, 2 H), 6.96-6.80 (m, 1 H), 6.75-6.6... The reactants are [OH-].[Na+] (sodium hydroxide), ClC=1C=C(OC2=CC=NC3=CC(=C(C=C23)C(=O)OC)OC)C=CC1NC(=O)NC (methyl 4-(3-chloro-4-(((methylamino)carbonyl)amino)phenoxy)-7-methoxy-6-quinolinecarboxylate), Cl (hydrochloric acid). Run in CO (methanol). The product is ClC=1C=C(OC2=CC=NC3=CC(=C(C=C23)C(=O)O)OC)C=CC1NC(=O)NC (4-(3-Chloro-4-(((methylamino)carbonyl)amino)phenoxy)-7-methoxy-6-quinolinecarboxylic acid). The yield is 100.0%. As a reaction SMILES: [OH-].[Na+].[Cl:3][C:4]1[CH:5]=[C:6]([CH:24]=[CH:25][C:26]=1[NH:27][C:28]([NH:30][CH3:31])=[O:29])[O:7][C:8]1[C:17]2[C:12](=[CH:13][C:14]([O:22][CH3:23])=[C:15]([C:18]([O:20]C)=[O:19])[CH:16]=2)[N:11]=[CH:10][CH:9]=1.Cl>CO>[Cl:3][C:4]1[CH:5]=[C:6]([CH:24]=[CH:25][C:26]=1[NH:27][C:28]([NH:30][CH3:31])=[O:29])[O:7][C:8]1[C:17]2[C:12](=[CH:13][C:14]([O:22][CH3:23])=[C:15]([C:18]([OH:20])=[O:19])[CH:16]=2)[N:11]=[CH:10][CH:9]=1 |f:0.1|. Procedure: After adding methanol (14 ml) and a 2N sodium hydroxide aqueous solution (7 ml) to methyl 4-(3-chloro-4-(((methylamino)carbonyl)amino)phenoxy)-7-methoxy-6-quinolinecarboxylate (1.31 g, 3.15 mmol), the mixture was stirred at 60° C. for 30 minutes. The reaction solution was cooled to room temperature, 2N hydrochloric acid was added for neutralization, the methanol was distilled off, and the precipitated white crystals were filtered out, thoroughly washed with water and dried at 60° C. to obtain th...